This data is from the Open Reaction Database (ORD), a public repository of structured organic reaction records. The task is: describe an organic reaction: reactants, conditions, products, and yield Reactants: ClC=1C=C(C=CC1)N1N=C(C=C1C1=CC(=CC=C1)OCCCN1CCCC1)C(=O)O (1-(3-Chlorophenyl)-5-[3-(3-pyrrolidin-1-ylpropoxy)phenyl]-1H-pyrazole-3-carboxylic acid), ClC=1C=C(C=CC1)N1N=C(C=C1C1=CC(=CC=C1)OCCO)C(=O)N1CNC(C1)=O (1-({1-(3-Chlorophenyl)-5-[3-(2-hydroxyethoxy)phenyl]-1H-pyrazol-3-yl}carbonyl)imidazolidin-4-one). Product: C(=O)O.ClC=1C=C(C=CC1)N1N=C(C=C1C1=CC(=CC=C1)OCCCN1CCCC1)C(=O)N1CNC(C1)=O (1-({1-(3-Chlorophenyl)-5-[3-(3-pyrrolidin-1-ylpropoxy)phenyl]-1H-pyrazol-3-yl}carbonyl)imidazolidin-4-one formate). Reaction SMILES: ClC1C=C(N2C(C3C=CC=C(OCC[CH2:22][N:23]4[CH2:27][CH2:26][CH2:25][CH2:24]4)C=3)=CC([C:28]([OH:30])=[O:29])=N2)C=CC=1.[Cl:31][C:32]1[CH:33]=[C:34]([N:38]2[C:42]([C:43]3[CH:48]=[CH:47][CH:46]=[C:45]([O:49][CH2:50][CH2:51]O)[CH:44]=3)=[CH:41][C:40]([C:53]([N:55]3[CH2:59][C:58](=[O:60])[NH:57][CH2:56]3)=[O:54])=[N:39]2)[CH:35]=[CH:36][CH:37]=1>>[CH:28]([OH:30])=[O:29].[Cl:31][C:32]1[CH:33]=[C:34]([N:38]2[C:42]([C:43]3[CH:48]=[CH:47][CH:46]=[C:45]([O:49][CH2:50][CH2:51][CH2:22][N:23]4[CH2:27][CH2:26][CH2:25][CH2:24]4)[CH:44]=3)=[CH:41][C:40]([C:53]([N:55]3[CH2:59][C:58](=[O:60])[NH:57][CH2:56]3)=[O:54])=[N:39]2)[CH:35]=[CH:36][CH:37]=1 |f:2.3|. Procedure details: The preparation of the title compound takes place starting from the compound of Example 118A in analogy to the synthesis of the compound of Example 23. 3.2 mg (33% of theory) of the title compound are obtained. The reactants are CCN1CCc2ccc([N+](=O)[O-])cc2CC1, CO, [H][H], [Pd]. Yields the product CCN1CCc2ccc(N)cc2CC1. As a reaction SMILES: [CH2:1]([CH3:2])[N:3]1[CH2:4][CH2:5][c:6]2[c:7]([cH:10][c:11]([N+:14]([O-:15])=[O:16])[cH:12][cH:13]2)[CH2:8][CH2:9]1.[CH3:19][OH:20].[H:17][H:18].[Pd:21]>>[CH2:1]([CH3:2])[N:3]1[CH2:4][CH2:5][c:6]2[c:7]([cH:10][c:11]([NH2:14])[cH:12][cH:13]2)[CH2:8][CH2:9]1. The reactants are COC=1C(=C2C(=CC=NC2=C(C1)[N+](=O)[O-])C)OCCCCCCCC1=CC=CC=C1 (6-methoxy-4-methyl-8-nitro-5-(7-phenylheptoxy) quinoline), O (H2O), O(CCCC)CCCC (n-Bu2O). Reagents/catalysts: [Fe] (Fe). The solvent is CC(=O)O (HOAc). Product: 1.6, NC=1C=C(C(=C2C(=CC=NC12)C)OCCCCCCCC1=CC=CC=C1)OC (8-amino-6-methoxy-4-methyl-5-(7-phenylheptoxy) quinoline). Isolated yield 85.0%. As a reaction SMILES: [CH3:1][O:2][C:3]1[C:4]([O:17][CH2:18][CH2:19][CH2:20][CH2:21][CH2:22][CH2:23][CH2:24][C:25]2[CH:30]=[CH:29][CH:28]=[CH:27][CH:26]=2)=[C:5]2[C:10](=[C:11]([N+:13]([O-])=O)[CH:12]=1)[N:9]=[CH:8][CH:7]=[C:6]2[CH3:16].O.O(CCCC)CCCC>[Fe].CC(O)=O>[NH2:13][C:11]1[CH:12]=[C:3]([O:2][CH3:1])[C:4]([O:17][CH2:18][CH2:19][CH2:20][CH2:21][CH2:22][CH2:23][CH2:24][C:25]2[CH:30]=[CH:29][CH:28]=[CH:27][CH:26]=2)=[C:5]2[C:10]=1[N:9]=[CH:8][CH:7]=[C:6]2[CH3:16]. Procedure details: A stirred mixture of 6-methoxy-4-methyl-8-nitro-5-(7-phenylheptoxy) quinoline [Example 1b] (2.0 g, 0.005 mol) de-greased 40 mesh Fe filings (5 g) H2O (20 ml), HOAc (4 ml) and n-Bu2O was heated at 80°-85° C. for 1 h, cooled and filtered. The solid was thoroughly extracted with Et2O (500 ml) and the extract was dried (Na2SO4) treated with charcoal and concentrated to an oil. Crystallization from pet ether gave 1.6 (85%) of 8-amino-6-methoxy-4-methyl-5-(7-phenylheptoxy) quinoline as yellow green cr... Starting materials: ClCCN(C(OC1=C(C=CC=C1)[N+](=O)[O-])=O)N=O (o-nitrophenyl N-(2-chloroethyl)-N-nitrosocarbamate), C(=O)O (formic acid), C(CC(O)(C(=O)O)CC(=O)O)(=O)O (citric acid), N[C@H]1[C@H](O)[C@@H](O)[C@H](O)[C@H](O1)CO (1-amino-1-deoxy-β-D-glucopyranose), resultant mixture. Yield: 81.6%. The product is [C@@H]1([C@H](O)[C@@H](O)[C@H](O)[C@H](O1)CO)NC(N(N=O)CCCl)=O (3-(β-D-glucopyranosyl)-1-(2-chloroethyl)-1-nitrosourea). Run in O1CCCC1 (tetrahydrofuran), O1CCOCC1 (dioxane), CO (methanol), O1CCOCC1 (dioxane). Reaction SMILES: [NH2:1][C@@H:2]1[O:10][C@H:9]([CH2:11][OH:12])[C@@H:7]([OH:8])[C@H:5]([OH:6])[C@H:3]1[OH:4].C(O)=O.C(O)(=O)CC(CC(O)=O)(C(O)=O)O.[Cl:29][CH2:30][CH2:31][N:32]([N:45]=[O:46])[C:33](=O)[O:34]C1C=CC=CC=1[N+]([O-])=O>CO.O1CCOCC1.O1CCCC1>[C@@H:2]1([NH:1][C:33](=[O:34])[N:32]([CH2:31][CH2:30][Cl:29])[N:45]=[O:46])[O:10][C@H:9]([CH2:11][OH:12])[C@@H:7]([OH:8])[C@H:5]([OH:6])[C@H:3]1[OH:4]. Reported procedure: 1.79 g (10 mmol) of 1-amino-1-deoxy-β-D-glucopyranose is dissolved in a mixture of 20 ml methanol and 10 ml dioxane, and to this solution is added a mixture of formic acid and citric acid dropwise, with stirring, to adjust the PH of the solution to 9.1. The resulting solution is then added dropwise to a solution prepared by dissolving 3.28 g (12 mmol) of o-nitrophenyl N-(2-chloroethyl)-N-nitrosocarbamate in a mixture of 10 ml tetrahydrofuran and 15 ml dioxane, while stirring, at 5°-10° C. over 3... Starting materials: C(C1=CC=CC=C1)N1C=NC=C1C1CC(C2=CC=C(C=C12)CC(C)C)=O (3-(3-Benzyl-3H-imidazol-4-yl)-5-isobutylindan-1-one), [H][H] (hydrogen). The reagents and catalysts are [Pd] (palladium on carbon). Solvent: C(C)O (ethanol). The product is N1C=NC(=C1)C1CC(C2=CC=C(C=C12)CC(C)C)O (3-(1H-Imidazol-4-yl)-5-isobutylindan-1-ol). As a reaction SMILES: C([N:8]1[C:12]([CH:13]2[C:21]3[C:16](=[CH:17][CH:18]=[C:19]([CH2:22][CH:23]([CH3:25])[CH3:24])[CH:20]=3)[C:15](=[O:26])[CH2:14]2)=[CH:11][N:10]=[CH:9]1)C1C=CC=CC=1.[H][H]>C(O)C.[Pd]>[NH:10]1[CH:11]=[C:12]([CH:13]2[C:21]3[C:16](=[CH:17][CH:18]=[C:19]([CH2:22][CH:23]([CH3:24])[CH3:25])[CH:20]=3)[CH:15]([OH:26])[CH2:14]2)[N:8]=[CH:9]1. Reported procedure: 3-(3-Benzyl-3H-imidazol-4-yl)-5-isobutylindan-1-one (0.5 g) is dissolved in ethanol (15 ml). The reaction solution is hydrogenated at 50° C. with 10% palladium on carbon as catalyst until no more hydrogen is consumed. The mixture is filtered to remove the catalyst, and the filtrate is evaporated under reduced pressure. The crude product contains cis- and trans-isomers. The isomers are purified by flash chromatography. Reactants: CCOC(=O)CNc1ncc(Br)nc1NC1CCC(OC)CC1, O=C([O-])O, CO, O=C(O)C(F)(F)F, [Na+], O. Product: COC1CCC(N2C(=O)CNc3ncc(Br)nc32)CC1. As a reaction SMILES: [Br:1][c:2]1[n:3][c:4]([NH:15][CH:16]2[CH2:17][CH2:18][CH:19]([O:22][CH3:23])[CH2:20][CH2:21]2)[c:5]([NH:8][CH2:9][C:10](=[O:11])[O:12][CH2:13][CH3:14])[n:6][cH:7]1.[C:33](=[O:34])([OH:35])[O-:36].[CH3:24][OH:25].[F:26][C:27]([F:28])([F:29])[C:30]([OH:31])=[O:32].[Na+:37].[OH2:38]>>[Br:1][c:2]1[n:3][c:4]2[c:5]([n:6][cH:7]1)[NH:8][CH2:9][C:10](=[O:11])[N:15]2[CH:16]1[CH2:17][CH2:18][CH:19]([O:22][CH3:23])[CH2:20][CH2:21]1. Starting materials: imine, [OH-].[Na+] (sodium hydroxide), NC1=NC=2CCCCC2C=C1C#N (2-amino-5,6,7,8-tetrahydroquinoline-3-carbonitrile), C1(=CC=C(C=C1)[Mg]Br)C (p-tolylmagnesium bromide), Cl (hydrochloric acid). Run in O1CCCC1 (tetrahydrofurane). Conditions: time 3 hour. The product is NC1=NC=2CCCCC2C=C1C(=O)C1=CC=C(C=C1)C ((2-amino-5,6,7,8-tetrahydroquinolin-3-yl)(p-tolyl)methanone). Isolated yield 82.0%. RXN SMILES: [NH2:1][C:2]1[C:11]([C:12]#N)=[CH:10][C:9]2[CH2:8][CH2:7][CH2:6][CH2:5][C:4]=2[N:3]=1.[C:14]1([CH3:22])[CH:19]=[CH:18][C:17]([Mg]Br)=[CH:16][CH:15]=1.Cl.[OH-:24].[Na+]>O1CCCC1>[NH2:1][C:2]1[C:11]([C:12]([C:17]2[CH:18]=[CH:19][C:14]([CH3:22])=[CH:15][CH:16]=2)=[O:24])=[CH:10][C:9]2[CH2:8][CH2:7][CH2:6][CH2:5][C:4]=2[N:3]=1 |f:3.4|. Procedure: To a solution of 2-amino-5,6,7,8-tetrahydroquinoline-3-carbonitrile (1.2 g; 6.93 mmol) in dry tetrahydrofurane (70 mL) under nitrogen atmosphere was slowly added a solution of p-tolylmagnesium bromide (1M in THF) (35 mL; 35 mmol). The resulting solution was stirred at room temperature for 3 h and heated at 50° C. for 3 h. A solution of hydrochloric acid 3N (140 mL) was added to hydrolyse the intermediate imine and the reaction mixture was heated to reflux for 3 h. After cooling at 0° C., the rea... Reactants: CC(C)(C)OC(=O)NCCN=C=S, COc1cc2c(cc1CNC1CCCNC1c1ccccc1)N(C)C(=O)CC2, CCOCC, c1ccccc1. Yields the product COc1cc2c(cc1CNC1CCCN(C(=S)NCCNC(=O)OC(C)(C)C)C1c1ccccc1)N(C)C(=O)CC2. Reaction SMILES: [C:29](=[O:30])([O:31][C:32]([CH3:33])([CH3:34])[CH3:35])[NH:36][CH2:37][CH2:38][N:39]=[C:40]=[S:41].[CH3:1][O:2][c:3]1[cH:4][c:5]2[c:10]([cH:11][c:12]1[CH2:13][NH:14][CH:15]1[CH:16]([c:21]3[cH:22][cH:23][cH:24][cH:25][cH:26]3)[NH:17][CH2:18][CH2:19][CH2:20]1)[N:9]([CH3:27])[C:8](=[O:28])[CH2:7][CH2:6]2.[CH3:48][CH2:49][O:50][CH2:51][CH3:52].[cH:42]1[cH:43][cH:44][cH:45][cH:46][cH:47]1>>[CH3:1][O:2][c:3]1[cH:4][c:5]2[c:10]([cH:11][c:12]1[CH2:13][NH:14][CH:15]1[CH:16]([c:21]3[cH:22][cH:23][cH:24][cH:25][cH:26]3)[N:17]([C:40]([NH:39][CH2:38][CH2:37][NH:36][C:29](=[O:30])[O:31][C:32]([CH3:33])([CH3:34])[CH3:35])=[S:41])[CH2:18][CH2:19][CH2:20]1)[N:9]([CH3:27])[C:8](=[O:28])[CH2:7][CH2:6]2. Starting materials: CC(C)=O, COc1cc(Nc2n[nH]c(C(CCCCCl)c3ccc(OCC(F)F)cc3)n2)ccc1-n1cnc(Cl)c1, [I-], [Na+]. Product: COc1cc(Nc2nc3n(n2)CCCCC3c2ccc(OCC(F)F)cc2)ccc1-n1cnc(Cl)c1. As a reaction SMILES: [CH3:40][C:41](=[O:42])[CH3:43].[Cl:1][CH2:2][CH2:3][CH2:4][CH2:5][CH:6]([c:7]1[cH:8][cH:9][c:10]([O:13][CH2:14][CH:15]([F:16])[F:17])[cH:11][cH:12]1)[c:18]1[n:19][c:20]([NH:23][c:24]2[cH:25][c:26]([O:36][CH3:37])[c:27](-[n:30]3[cH:31][n:32][c:33]([Cl:35])[cH:34]3)[cH:28][cH:29]2)[n:21][nH:22]1.[I-:39].[Na+:38]>>[CH2:2]1[CH2:3][CH2:4][CH2:5][CH:6]([c:7]2[cH:8][cH:9][c:10]([O:13][CH2:14][CH:15]([F:16])[F:17])[cH:11][cH:12]2)[c:18]2[n:19][c:20]([NH:23][c:24]3[cH:25][c:26]([O:36][CH3:37])[c:27](-[n:30]4[cH:31][n:32][c:33]([Cl:35])[cH:34]4)[cH:28][cH:29]3)[n:21][n:22]21.